This data is from the Open Reaction Database (ORD), a public repository of structured organic reaction records. The task is: describe an organic reaction: reactants, conditions, products, and yield Starting materials: O=C([O-])[O-], C1COCCN1, CC#N, O=C(CCl)Nc1ccc2oc3c(c2c1)CCCCC3, [Cs+], [Cs+]. Product: O=C(CN1CCOCC1)Nc1ccc2oc3c(c2c1)CCCCC3. As a reaction SMILES: [C:26](=[O:27])([O-:28])[O-:29].[CH2:20]1[CH2:21][O:22][CH2:23][CH2:24][NH:25]1.[CH3:32][C:33]#[N:34].[Cl:1][CH2:2][C:3](=[O:4])[NH:5][c:6]1[cH:7][c:8]2[c:9]([o:10][c:11]3[c:12]2[CH2:13][CH2:14][CH2:15][CH2:16][CH2:17]3)[cH:18][cH:19]1.[Cs+:30].[Cs+:31]>>[CH2:2]([C:3](=[O:4])[NH:5][c:6]1[cH:7][c:8]2[c:9]([o:10][c:11]3[c:12]2[CH2:13][CH2:14][CH2:15][CH2:16][CH2:17]3)[cH:18][cH:19]1)[N:25]1[CH2:20][CH2:21][O:22][CH2:23][CH2:24]1. Reactants: COC(C1=C(C=C(C=C1)C(F)F)N)=O (2-amino-4-difluoromethyl-benzoic acid methyl ester), II (I2). The reagents and catalysts are [O-]S(=O)(=O)[O-].[Ag+].[Ag+] (Ag2SO4). Run in CCO (EtOH). Conditions: time 1 hour. Yields the product COC(C1=C(C=C(C(=C1)I)C(F)F)N)=O (2-Amino-4-difluoromethyl-5-iodo-benzoic acid methyl ester). Isolated yield 90.1%. As a reaction SMILES: [CH3:1][O:2][C:3](=[O:14])[C:4]1[CH:9]=[CH:8][C:7]([CH:10]([F:12])[F:11])=[CH:6][C:5]=1[NH2:13].[I:15]I>CCO.[O-]S([O-])(=O)=O.[Ag+].[Ag+]>[CH3:1][O:2][C:3](=[O:14])[C:4]1[CH:9]=[C:8]([I:15])[C:7]([CH:10]([F:12])[F:11])=[CH:6][C:5]=1[NH2:13] |f:3.4.5|. Reported procedure: To a solution of 2-amino-4-difluoromethyl-benzoic acid methyl ester (1.98 g, 9.84 mmol) in EtOH (75 mL) were added Ag2SO4 (3.08 g, 1 equiv) and I2 (2.50 g, 1 equiv) and the resulting mixture was stirred at r.t. for 1 hour. The mixture was filtered through a pad of celite and washed with EtOH. The solution was concentrated in vacuo and then diluted with AcOEt. The organic phase was washed with sat. aq NaHCO3, 1M aq Na2S2O3 and brine and dried (Na2SO4). The solution was concentrated in vacuo to af... As a reaction SMILES: [CH3:1][O:2][C:3]([C:5]12[CH2:12][CH2:11][C:8]([NH2:13])([CH2:9][CH2:10]1)[CH2:7][CH2:6]2)=[O:4].[F:14][C:15]([F:27])([F:26])[C:16]1[CH:21]=[CH:20][C:19]([S:22](N)(=[O:24])=[O:23])=[CH:18][CH:17]=1.ClC1C=CC(S(N[C@H]2CC[C@H](C(OC)=O)CC2)(=O)=O)=CC=1[N+]([O-])=O>>[F:27][C:15]([F:14])([F:26])[C:16]1[CH:17]=[CH:18][C:19]([S:22]([NH:13][C:8]23[CH2:9][CH2:10][C:5]([C:3]([O:2][CH3:1])=[O:4])([CH2:12][CH2:11]2)[CH2:6][CH2:7]3)(=[O:24])=[O:23])=[CH:20][CH:21]=1. Procedure: Methyl 4-(4-(trifluoromethyl)phenylsulfonamido)bicyclo[2.2.2]octane-1-carboxylate was prepared from 4-aminobicyclo[2.2.2]octane-1-carboxylic acid methyl ester and 4-trifluoromethylbenzene sulfonamide using a method analogous to the method used to prepare Intermediate 1. Reactants: COC(=O)C12CCC(CC1)(CC2)N (4-aminobicyclo[2.2.2]octane-1-carboxylic acid methyl ester), FC(C1=CC=C(C=C1)S(=O)(=O)N)(F)F (4-trifluoromethylbenzene sulfonamide), ClC1=C(C=C(C=C1)S(=O)(=O)N[C@@H]1CC[C@H](CC1)C(=O)OC)[N+](=O)[O-] (methyl trans-4-(4-chloro-3-nitrophenylsulfonamido)cyclohexanecarboxylate). Product: FC(C1=CC=C(C=C1)S(=O)(=O)NC12CCC(CC1)(CC2)C(=O)OC)(F)F (Methyl 4-(4-(trifluoromethyl)phenylsulfonamido)bicyclo[2.2.2]octane-1-carboxylate).